This data is from the Open Reaction Database (ORD), a public repository of structured organic reaction records. The task is: describe an organic reaction: reactants, conditions, products, and yield The reactants are Cl, [Mn+2], O, O, NC1C(O)OC(CO)C(O)C1O, O=S(=O)([O-])[O-]. The product is [Cl-], [Mn+2], NC1C(OS(=O)(=O)[O-])OC(CO)C(O)C1O. RXN SMILES: [ClH:1].[Mn+2:20].[OH2:14].[OH2:21].[OH:2][CH:3]1[CH:4]([NH2:5])[CH:6]([OH:7])[CH:8]([OH:9])[CH:10]([CH2:12][OH:13])[O:11]1.[S:15](=[O:16])(=[O:17])([O-:18])[O-:19]>>[Cl-:1].[Mn+2:20].[O:2]([CH:3]1[CH:4]([NH2:5])[CH:6]([OH:7])[CH:8]([OH:9])[CH:10]([CH2:12][OH:13])[O:11]1)[S:15](=[O:16])(=[O:17])[O-:18]. Starting materials: C(C)OC(C(C(CC1=CC=CC=C1)C=1C=NC(=CC1)NC(=O)OC(C)(C)C)CSC(C)=O)=O (2-Acetylsulfanylmethyl-3-(6-tert-butoxycarbonylamino-pyridin-3-yl)4-phenyl-butyric acid ethyl ester). The solvent is Cl (HCl). Product: NC1=CC=C(C=N1)C(C(C(=O)O)CS)CC1=CC=CC=C1 (3-(6-Amino-pyridin-3-yl)-2-mercaptomethyl-4-phenyl-butyric acid), hydrochloride salt. Isolated yield 98.0%. RXN SMILES: C([O:3][C:4](=[O:33])[CH:5]([CH2:28][S:29]C(=O)C)[CH:6]([C:14]1[CH:15]=[N:16][C:17]([NH:20]C(OC(C)(C)C)=O)=[CH:18][CH:19]=1)[CH2:7][C:8]1[CH:13]=[CH:12][CH:11]=[CH:10][CH:9]=1)C>Cl>[NH2:20][C:17]1[N:16]=[CH:15][C:14]([CH:6]([CH2:7][C:8]2[CH:9]=[CH:10][CH:11]=[CH:12][CH:13]=2)[CH:5]([CH2:28][SH:29])[C:4]([OH:33])=[O:3])=[CH:19][CH:18]=1. Reported procedure: 2-Acetylsulfanylmethyl-3-(6-tert-butoxycarbonylamino-pyridin-3-yl)4-phenyl-butyric acid ethyl ester (0.14 g, 0.3 mmol) was dissolved in conc. HCl (5.0 mL). The solution was heated to reflux for 4.5 h under argon. Concentration under reduced pressure gave the title compound as the hydrochloride salt (100 mg, 98%). Starting materials: sodium bis(trimethyl)amide, ClC1=CC=C2C(=C(NC2=C1)C)SC=1C=C(C=CC1)CC(=O)O ([3-(6-Chloro-2-methyl-1H-indol-3-ylsulfanyl)-phenyl]-acetic acid), IC (iodomethane). The solvent is CN(C)C=O (DMF). Conditions: temperature -10 celsius, time 1 hour. Product: ClC1=CC=C2C(=C(N(C2=C1)C)C)SC=1C=C(C=CC1)CC(=O)O ([3-(6-Chloro-1,2-dimethyl-1H-indol-3-ylsulfanyl)-phenyl]-acetic acid). As a reaction SMILES: [Cl:1][C:2]1[CH:10]=[C:9]2[C:5]([C:6]([S:12][C:13]3[CH:14]=[C:15]([CH2:19][C:20]([OH:22])=[O:21])[CH:16]=[CH:17][CH:18]=3)=[C:7]([CH3:11])[NH:8]2)=[CH:4][CH:3]=1.I[CH3:24]>CN(C=O)C>[Cl:1][C:2]1[CH:10]=[C:9]2[C:5]([C:6]([S:12][C:13]3[CH:14]=[C:15]([CH2:19][C:20]([OH:22])=[O:21])[CH:16]=[CH:17][CH:18]=3)=[C:7]([CH3:11])[N:8]2[CH3:24])=[CH:4][CH:3]=1. Procedure details: [3-(6-Chloro-2-methyl-1H-indol-3-ylsulfanyl)-phenyl]-acetic acid (0.062 g, 0.19 mmol) was dissolved in DMF (3 mL) and cooled to −10° C. and then sodium bis(trimethyl)amide solution (0.420 mL, 0.42 mmol, 1.0M solution) was added. The reaction was stirred for 1 hour then iodomethane (13 μL, 0.21 mmol) was added in one portion. Standard aqueous workup and purification by preparatory HPLC provided the title compound. Reactants: FC1=C(C(=O)Cl)C=C(C=C1)[N+](=O)[O-] (2-fluoro-5-nitrobenzoylchloride), NC1=C(C=CC=C1)O (2-aminophenol). Yields the product C1(=CC=CC=C1)NC(C1=C(C=CC(=C1)[N+](=O)[O-])F)=O (N-Phenyl-2-fluoro-5-nitrobenzamide). As a reaction SMILES: [F:1][C:2]1[CH:10]=[CH:9][C:8]([N+:11]([O-:13])=[O:12])=[CH:7][C:3]=1[C:4](Cl)=[O:5].[NH2:14][C:15]1[CH:20]=[CH:19][CH:18]=[CH:17][C:16]=1O>>[C:15]1([NH:14][C:4](=[O:5])[C:3]2[CH:7]=[C:8]([N+:11]([O-:13])=[O:12])[CH:9]=[CH:10][C:2]=2[F:1])[CH:20]=[CH:19][CH:18]=[CH:17][CH:16]=1. Reported procedure: Prepared by the method of Example 15b), from 2-fluoro-5-nitrobenzoylchloride (2.23 g, 11.0 mmol) and 2-aminophenol (1.20 g, 11.0 mmol) the subtitle compound was obtained (2.89 g, 91%). 1H NMR (DMSO) δ 10.00(s, 1H), 9.75(d, 1H), 8.62(m, 1H), 8.46(m, 1H), 7.96(d, 1H), 7.67(t, 1H), 7.03(t, 1H), 6.94(d, 1H), 6.85(t, 1H).